From a dataset of the Open Reaction Database (ORD), a public repository of structured organic reaction records. describe an organic reaction: reactants, conditions, products, and yield Starting materials: C1(=CC=CC=C1)C (toluene), Cl(=O)(=O)O.C(C)O (chloric acid ethanol), C(C(C)C)[Al](CC(C)C)CC(C)C (triisobutylaluminum), methylaluminoxane, CC1=CC=C(C=C)C=C1 (p-methylstyrene). Reported procedure: To a polymerization reactor under high purity nitrogen atmosphere, 100 ml of purified styrene and 5 ml of p-methylstyrene were introduced and temperature was elevated to 50° C. 5 ml of triisobutylaluminum (1.0 M toluene solution) and 5 ml of methylaluminoxane (2.1 M toluene solution, Akzo Company product) were sequentially introduced. 5 ml (50 μmol of Ti) of toluene solution in which the metallocene catalyst is dissolved was added while vigorously agitating. After agitating for 1 hour, 10 wt % o... RXN SMILES: [CH3:1][C:2]1[CH:9]=[CH:8][C:5]([CH:6]=[CH2:7])=[CH:4][CH:3]=1.C([Al](CC(C)C)CC(C)C)C(C)C.C1(C)C=CC=CC=1.Cl(O)(=O)=O.C(O)C>C=CC1C=CC=CC=1>[CH2:7]=[CH:6][C:5]1[CH:8]=[CH:9][CH:2]=[CH:3][CH:4]=1.[CH3:1][C:2]1[CH:9]=[CH:8][C:5]([CH:6]=[CH2:7])=[CH:4][CH:3]=1 |f:3.4,6.7|. Solvent: C=CC1=CC=CC=C1 (styrene). The product is C=CC1=CC=CC=C1.CC1=CC=C(C=C)C=C1 (styrene p-methylstyrene). Reagents/catalysts: metallocene. The reactants are NC=1C(=NC=CC1C)C (3-amino-2,4-dimethylpyridine), N(=O)OCCC(C)C (isoamyl nitrite), C(I)I (CH2I2). Product: IC=1C(=NC=CC1C)C (3-iodo-2,4-dimethylpyridine). RXN SMILES: N[C:2]1[C:3]([CH3:9])=[N:4][CH:5]=[CH:6][C:7]=1[CH3:8].N(OCCC(C)C)=O.C(I)[I:19]>>[I:19][C:2]1[C:3]([CH3:9])=[N:4][CH:5]=[CH:6][C:7]=1[CH3:8]. Procedure details: In a manner similar to that described in Example 5 (Step 1), commercially available 3-amino-2,4-dimethylpyridine was treated with isoamyl nitrite and CH2I2 to provide 3-iodo-2,4-dimethylpyridine (16A). The reactants are FC1=CC=C(C=C1)C1=CC=C(C=N1)C=O (6-(4-fluorophenyl)-3-pyridinecarboxaldehyde), C(CC)C(CO)CO (2-propyl-1,3-propanediol), S(O)(O)(=O)=O (sulphuric acid). Solvent: C1(=CC=CC=C1)C (toluene). Reaction conditions: time 1.5 hour. Product: C(CC)[C@H]1CO[C@@H](OC1)C=1C=CC(=NC1)C1=CC=C(C=C1)F (5-(trans-5-propyl-1,3-dioxan-2-yl)-2-(4-fluorophenyl)pyridine). Isolated yield 22.5%. Reaction SMILES: [F:1][C:2]1[CH:7]=[CH:6][C:5]([C:8]2[N:13]=[CH:12][C:11]([CH:14]=[O:15])=[CH:10][CH:9]=2)=[CH:4][CH:3]=1.[CH2:16]([CH:19]([CH2:22]O)[CH2:20][OH:21])[CH2:17][CH3:18].S(=O)(=O)(O)O>C1(C)C=CC=CC=1>[CH2:16]([C@@H:19]1[CH2:20][O:21][C@@H:14]([C:11]2[CH:10]=[CH:9][C:8]([C:5]3[CH:6]=[CH:7][C:2]([F:1])=[CH:3][CH:4]=3)=[N:13][CH:12]=2)[O:15][CH2:22]1)[CH2:17][CH3:18]. Reported procedure: A solution of 1.51 g of 6-(4-fluorophenyl)-3-pyridinecarboxaldehyde and 1.10 g of 2-propyl-1,3-propanediol in 50 ml of toluene was treated with 10 drops of 10 percent (v/v) sulphuric acid. The mixture was heated to boiling for 1.5 hours, whereby moist toluene was distilled off and replaced by fresh toluene. Then, the reaction mixture was neutralized with triethylamine and, after cooling, washed three times with water, dried over sodium sulphate and concentrated. Chromatographic purification of t... The reactants are C(CCC)C1(CCC1)C(C#C)O (1-(1-butylcyclobutyl)prop-2-yn-1-ol), N1C=NC=C1 (imidazole), [Si](C)(C)(C(C)(C)C)Cl (tert-butyldimethylsilyl chloride), CN(C)C=O (DMF). Conditions: time 8 hour. The product is C(CCC)C1(CCC1)C(=O)O (1-Butylcyclobutanecarboxylic Acid). Isolated yield 58.0%. As a reaction SMILES: [CH2:1]([C:5]1([CH:9]([OH:12])C#C)[CH2:8][CH2:7][CH2:6]1)[CH2:2][CH2:3][CH3:4].N1C=CN=C1.[Si](Cl)(C(C)(C)C)(C)C.CN(C=[O:30])C>>[CH2:1]([C:5]1([C:9]([OH:12])=[O:30])[CH2:6][CH2:7][CH2:8]1)[CH2:2][CH2:3][CH3:4]. Procedure details: To 6.26 g (37.6 mmol) of crude 1-(1-butylcyclobutyl)prop-2-yn-1-ol in DMF (20 mL) were added imidazole (3.1 g, 45.2 mmol) and tert-butyldimethylsilyl chloride (6.8 g, 45.2 mmol). The reaction mixture was stirred at RT overnight, then concentrated to remove DMF, diluted with 100 ml of EtOAc, and added 100 mL of sat. aq. NH4Cl. After separation, the aq. phase was extracted with EtOAc (2×100 mL). The combined organic phase was washed with 50 mL of brine, dried (Na2SO4), concentrated. Flash chromato...